From a dataset of the Open Reaction Database (ORD), a public repository of structured organic reaction records. describe an organic reaction: reactants, conditions, products, and yield Starting materials: NC1=CC2=C(C(OC(=N2)OCC)=O)C=C1 (7-amino-2-ethoxy-4H-3,1-benzoxazin-4-one), Cl (hydrogen chloride), C(C)OCC (Diethyl ether). Run in O1CCOCC1 (dioxane), O1CCOCC1 (dioxane). The product is Cl.NC1=CC2=C(C(OC(=N2)OCC)=O)C=C1 (7-amino-2-ethoxy-4H-3,1-benzoxazin-4-one hydrochloride). Reaction SMILES: [ClH:1].[NH2:2][C:3]1[CH:16]=[CH:15][C:6]2[C:7](=[O:14])[O:8][C:9]([O:11][CH2:12][CH3:13])=[N:10][C:5]=2[CH:4]=1.C(OCC)C>O1CCOCC1>[ClH:1].[NH2:2][C:3]1[CH:16]=[CH:15][C:6]2[C:7](=[O:14])[O:8][C:9]([O:11][CH2:12][CH3:13])=[N:10][C:5]=2[CH:4]=1 |f:4.5|. Procedure: A stoichiometric amount of 3% hydrogen chloride in dioxane is added to a solution of 1.0 g. of 7-amino-2-ethoxy-4H-3,1-benzoxazin-4-one in 20 ml dioxane. Diethyl ether is added until precipitation is complete. The product is filtered, washed with ether, air dried and recrystallized to give 7-amino-2-ethoxy-4H-3,1-benzoxazin-4-one hydrochloride.